Dataset: the Open Reaction Database (ORD), a public repository of structured organic reaction records. Task: describe an organic reaction: reactants, conditions, products, and yield Reactants: CN1C=NC(=C1)C1=NC=CC(=C1)OC=1C=NC(=CC1)[N+](=O)[O-] (2-(1-methyl-1H-imidazol-4-yl)-4-((6-nitropyridin-3-yl)oxy)pyridine). The reagents and catalysts are [Pd] (Pd/C). Run in CO (MeOH). Product: CN1C=NC(=C1)C1=NC=CC(=C1)OC=1C=CC(=NC1)N (5-((2-(1-methyl-1H-imidazol-4-yl)pyridin-4-yl)oxy)pyridin-2-amine). Isolated yield 90.5%. RXN SMILES: [CH3:1][N:2]1[CH:6]=[C:5]([C:7]2[CH:12]=[C:11]([O:13][C:14]3[CH:15]=[N:16][C:17]([N+:20]([O-])=O)=[CH:18][CH:19]=3)[CH:10]=[CH:9][N:8]=2)[N:4]=[CH:3]1>CO.[Pd]>[CH3:1][N:2]1[CH:6]=[C:5]([C:7]2[CH:12]=[C:11]([O:13][C:14]3[CH:19]=[CH:18][C:17]([NH2:20])=[N:16][CH:15]=3)[CH:10]=[CH:9][N:8]=2)[N:4]=[CH:3]1. Reported procedure: A solution of 2-(1-methyl-1H-imidazol-4-yl)-4-((6-nitropyridin-3-yl)oxy)pyridine (1.61 g, 5.42 mmol) in MeOH (30 mL) was treated with 10% Pd/C (50% w/w water, 0.576 g, 0.542 mmol) and hydrogenated (50 psi) overnight. The solids were removed via filtration through diatomaceous earth, washed with warm MeOH and the filtrate was concentrated to dryness to afford 5-((2-(1-methyl-1H-imidazol-4-yl)pyridin-4-yl)oxy)pyridin-2-amine (1.311 g, 91%). 1H NMR (400 MHz, DMSO-d6): δ 8.31 (d, J=5.7 Hz, 1H), 7.81... The reactants are CN(C)C=O, CC(C(=O)Nc1ncc(SCc2ncc(C(C)(C)C)o2)s1)c1ccc(CCl)cc1, NCCO. The product is CC(C(=O)Nc1ncc(SCc2ncc(C(C)(C)C)o2)s1)c1ccc(CNCCO)cc1. As a reaction SMILES: [CH3:34][N:35]([CH3:36])[CH:37]=[O:38].[Cl:1][CH2:2][c:3]1[cH:4][cH:5][c:6]([CH:9]([C:10](=[O:11])[NH:12][c:13]2[s:14][c:15]([S:18][CH2:19][c:20]3[o:21][c:22]([C:25]([CH3:26])([CH3:27])[CH3:28])[cH:23][n:24]3)[cH:16][n:17]2)[CH3:29])[cH:7][cH:8]1.[NH2:30][CH2:31][CH2:32][OH:33]>>[CH2:2]([c:3]1[cH:4][cH:5][c:6]([CH:9]([C:10](=[O:11])[NH:12][c:13]2[s:14][c:15]([S:18][CH2:19][c:20]3[o:21][c:22]([C:25]([CH3:26])([CH3:27])[CH3:28])[cH:23][n:24]3)[cH:16][n:17]2)[CH3:29])[cH:7][cH:8]1)[NH:30][CH2:31][CH2:32][OH:33]. Reactants: CO, C[N+](C)(C)CC1CCSc2sccc2C1=O, [I-], N#C[K], O. The product is N#CCC1CCSc2sccc2C1=O. RXN SMILES: [CH3:21][OH:22].[CH3:2][N+:3]([CH2:4][CH:5]1[C:6](=[O:15])[c:7]2[c:8]([s:12][cH:13][cH:14]2)[S:9][CH2:10][CH2:11]1)([CH3:16])[CH3:17].[I-:1].[K:18][C:19]#[N:20].[OH2:23]>>[CH2:4]([CH:5]1[C:6](=[O:15])[c:7]2[c:8]([s:12][cH:13][cH:14]2)[S:9][CH2:10][CH2:11]1)[C:19]#[N:20]. Starting materials: F[B-](F)(F)F.O=[N+]=O (nitronium tetrafluoroborate), BrC1=C2C=CC=C(C2=C(C=C1)C)NC(C)=O (N-(5-bromo-8-methyl-naphthalen-1-yl)-acetamide), O (water). Run in C(C)#N (acetonitrile), C(C)#N (acetonitrile). The product is BrC1=C2C(=CC=C(C2=C(C=C1)C)NC(C)=O)[N+](=O)[O-] (N-(5-bromo-8-methyl-4-nitro-naphthalen-1-yl)-acetamide). As a reaction SMILES: [Br:1][C:2]1[CH:11]=[CH:10][C:9]([CH3:12])=[C:8]2[C:3]=1[CH:4]=[CH:5][CH:6]=[C:7]2[NH:13][C:14](=[O:16])[CH3:15].F[B-](F)(F)F.[O:22]=[N+:23]=[O:24].O>C(#N)C>[Br:1][C:2]1[CH:11]=[CH:10][C:9]([CH3:12])=[C:8]2[C:3]=1[C:4]([N+:23]([O-:24])=[O:22])=[CH:5][CH:6]=[C:7]2[NH:13][C:14](=[O:16])[CH3:15] |f:1.2|. Procedure: To a cold (-5° C.) suspension of 4.45 g (16.00 mmol) of compound (19) in 25 ml acetonitrile was added dropwise a suspension of 2.60 g (16.64 mmol) of nitronium tetrafluoroborate in 5 ml of acetonitrile. After ten minutes, the homogenous, light-yellow reaction mixture was poured into water and extracted twice with ethyl acetate. The combined organic layers were washed with saturated NaCl solution and then dried over anhydrous MgSO4. The solvent was then removed under reduced pressure, and the cru... Reactants: CSC(=C(C#N)C#N)SC (3,3-bis-methylmercapto-2-cyano-acrylonitrile), C(=O)(OC(C)(C)C)NCC=1C=C(N)C=CC1 (3-(N-Boc-aminomethyl)-aniline). The solvent is CO (methanol). Product: C(=O)(OC(C)(C)C)NCC=1C=C(C=CC1)NC(=C(C#N)C#N)SC (3-[3-(N-Boc-aminomethyl)-phenylamino]-2-cyano-3-methylmercapto-acrylonitrile). Reaction SMILES: CS[C:3]([S:9][CH3:10])=[C:4]([C:7]#[N:8])[C:5]#[N:6].[C:11]([NH:18][CH2:19][C:20]1[CH:21]=[C:22]([CH:24]=[CH:25][CH:26]=1)[NH2:23])([O:13][C:14]([CH3:17])([CH3:16])[CH3:15])=[O:12]>CO>[C:11]([NH:18][CH2:19][C:20]1[CH:21]=[C:22]([NH:23][C:3]([S:9][CH3:10])=[C:4]([C:7]#[N:8])[C:5]#[N:6])[CH:24]=[CH:25][CH:26]=1)([O:13][C:14]([CH3:17])([CH3:16])[CH3:15])=[O:12]. Procedure: A mixture of 102.1 g (600 mmol) of 3,3-bis-methylmercapto-2-cyano-acrylonitrile, 133.3 g (600 mmol) of 3-(N-Boc-aminomethyl)-aniline (WO 93/00095) and 1100 ml of methanol is heated under reflux for 6.5 hours and then concentrated by evaporation in vacuo. Crystallization of the residue from ethyl acetate, filtration and washing the filtration residue with ethyl acetate yield 3-[3-(N-Boc-aminomethyl)-phenylamino]-2-cyano-3-methylmercapto-acrylonitrile; m.p. 150-151° C. Starting materials: CC1(CC=C(CN2CCCCC2)C=C1)O (4-methyl-4-hydroxybenzylpiperidine), CS(=O)(=O)OCCC#C (1-butyn-4-yl methanesulfonate), C([O-])([O-])=O.[K+].[K+] (potassium carbonate). Solvent: C(C)#N (acetonitrile). The product is CC1=CC=C(CC2(CCN(CC2)CCC#C)O)C=C1 (4-(4-Methylbenzyl)-4-hydroxy-1-(but-3-yn-1-yl)piperidine). Yield: 65.0%. As a reaction SMILES: CC1(O)C=C[C:5]([CH2:6][N:7]2[CH2:12][CH2:11]C[CH2:9][CH2:8]2)=[CH:4][CH2:3]1.CS(O[CH2:21][CH2:22][C:23]#[CH:24])(=O)=O.[C:25](=[O:28])([O-])[O-].[K+].[K+]>C(#N)C>[CH3:21][C:22]1[CH:3]=[CH:4][C:5]([CH2:6][C:25]2([OH:28])[CH2:9][CH2:8][N:7]([CH2:6][CH2:5][C:4]#[CH:3])[CH2:12][CH2:11]2)=[CH:24][CH:23]=1 |f:2.3.4|. Reported procedure: A mixture of 4-methyl-4-hydroxybenzylpiperidine hydrocholoride (1.3 g, 5.4 mmol), 1-butyn-4-yl methanesulfonate (0.96 g, 6.5 mmol), potassium carbonate (2.5 g, 18 mmol) in 50 mL of acetonitrile was allowed to reflux for 12 hrs. The inorganic salt was removed through a short column of silica gel and washed with ethyl acetate (3×30 mL). Evaporation of solvents gave a residue, which was purified by flash chromatography (50% EtOAc in hexane), giving 0.90 g (65%) of the title compound as a pale yello... Starting materials: ClCCCl (1,2-Dichloroethane), CC=1C(=C(C(=C(O)C1)C)C)O (trimethylhydroquinone), FC(C=1C=C(C=CC1)C(CCCCCC(=O)O)O)(F)F (7-(3-trifluoromethylphenyl)-7-hydroxyheptanoic acid), ferric chloride, B(F)(F)F.CCOCC (boron trifluoride ethyl etherate). Solvent: O (water). Conditions: temperature 80 celsius. Yields the product FC(C=1C=C(C=CC1)C(CCCCCC(=O)O)C=1C(C(=C(C(C1C)=O)C)C)=O)(F)F (7-(3-trifluoromethylphenyl)-7-(3,5,6-trimethyl-1,4-benzoquinon -2-yl)heptanoic acid). Yield: 23.7%. Reaction SMILES: ClCCCl.[CH3:5][C:6]1[C:7]([OH:15])=[C:8]([CH3:14])[C:9]([CH3:13])=[C:10]([CH:12]=1)[OH:11].[F:16][C:17]([F:35])([F:34])[C:18]1[CH:19]=[C:20]([CH:24](O)[CH2:25][CH2:26][CH2:27][CH2:28][CH2:29][C:30]([OH:32])=[O:31])[CH:21]=[CH:22][CH:23]=1.B(F)(F)F.CCOCC>O>[F:16][C:17]([F:34])([F:35])[C:18]1[CH:19]=[C:20]([CH:24]([C:12]2[C:10](=[O:11])[C:9]([CH3:13])=[C:8]([CH3:14])[C:7](=[O:15])[C:6]=2[CH3:5])[CH2:25][CH2:26][CH2:27][CH2:28][CH2:29][C:30]([OH:32])=[O:31])[CH:21]=[CH:22][CH:23]=1 |f:3.4|. Procedure details: 1,2-Dichloroethane (15 ml) was added to 0.76 g (5.0 mmole) of trimethylhydroquinone and 1.45 g (5.0 mmole) of 7-(3-trifluoromethylphenyl)-7-hydroxyheptanoic acid, and the mixture was warmed to 80° C. under stirring and admixed with 0.19 ml (5.0×0.3 mmole) of boron trifluoride ethyl etherate, followed by stirring at 80° C. for 2 hours. After the reaction solution was cooled by standing at room temperature, the solvent was distilled off, and the residue was dissolved in tetrahydrofuran (15 ml). A ...